Dataset: the Open Reaction Database (ORD), a public repository of structured organic reaction records. Task: describe an organic reaction: reactants, conditions, products, and yield Reactants: CCOCC, ClCCl, [K+], [K+], O=C([O-])[O-], OCCCC1CCOCC1. Yields the product O=CCCC1CCOCC1. As a reaction SMILES: [CH3:11][CH2:12][O:13][CH2:14][CH3:15].[Cl:22][CH2:23][Cl:24].[K+:16].[K+:17].[O-:18][C:19]([O-:20])=[O:21].[O:1]1[CH2:2][CH2:3][CH:4]([CH2:7][CH2:8][CH2:9][OH:10])[CH2:5][CH2:6]1>>[O:1]1[CH2:2][CH2:3][CH:4]([CH2:7][CH2:8][CH:9]=[O:10])[CH2:5][CH2:6]1. Starting materials: CCOC(=O)CC(=O)OCC, CCOCC, O=[N+]([O-])c1ccc(Cl)nc1, [H-], [H][H], [Na+]. Yields the product Cc1ccc([N+](=O)[O-])cn1. As a reaction SMILES: [C:1]([O:2][CH2:3][CH3:4])(=[O:5])[CH2:6][C:7]([O:8][CH2:9][CH3:10])=[O:11].[CH3:26][CH2:27][O:28][CH2:29][CH3:30].[Cl:16][c:17]1[n:18][cH:19][c:20]([N+:23](=[O:24])[O-:25])[cH:21][cH:22]1.[H-:12].[H:14][H:15].[Na+:13]>>[CH3:1][c:17]1[n:18][cH:19][c:20]([N+:23](=[O:24])[O-:25])[cH:21][cH:22]1. Starting materials: [H-].[Na+] (Sodium hydride), ON=C(C(=O)OCC)C(C)C (ethyl 2-hydroxyimino-3-methylbutyrate), ClCC1=CC=C(OCC=2N=C(OC2C)C2=CC=CC=C2)C=C1 (4-(4-chloromethylphenoxymethyl)-5-methyl-2-phenyloxazole), Cl (HCl), C([O-])(O)=O.[Na+] (sodium bicarbonate). The solvent is CN(C=O)C (N,N-dimethylformamide). Run at time 1 hour. Product: CC(/C(/C(=O)OCC)=N/OCC1=CC=C(C=C1)OCC=1N=C(OC1C)C1=CC=CC=C1)C (ethyl Z-3-methyl-2-[4-(5-methyl-2-phenyl-4-oxazolylmethoxy)benzyloxyimino]butyrate). The yield is 23.1%. RXN SMILES: [H-].[Na+].[OH:3][N:4]=[C:5]([CH:11]([CH3:13])[CH3:12])[C:6]([O:8][CH2:9][CH3:10])=[O:7].Cl[CH2:15][C:16]1[CH:35]=[CH:34][C:19]([O:20][CH2:21][C:22]2[N:23]=[C:24]([C:28]3[CH:33]=[CH:32][CH:31]=[CH:30][CH:29]=3)[O:25][C:26]=2[CH3:27])=[CH:18][CH:17]=1.Cl.C(=O)(O)[O-].[Na+]>CN(C)C=O>[CH3:13][CH:11]([CH3:12])/[C:5](=[N:4]/[O:3][CH2:15][C:16]1[CH:17]=[CH:18][C:19]([O:20][CH2:21][C:22]2[N:23]=[C:24]([C:28]3[CH:33]=[CH:32][CH:31]=[CH:30][CH:29]=3)[O:25][C:26]=2[CH3:27])=[CH:34][CH:35]=1)/[C:6]([O:8][CH2:9][CH3:10])=[O:7] |f:0.1,5.6|. Reported procedure: Sodium hydride (60% in oil, 225 mg) was added under a nitrogen atmosphere to a solution of ethyl 2-hydroxyimino-3-methylbutyrate (Z:E=2.3:1, 1.01 g) and 4-(4-chloromethylphenoxymethyl)-5-methyl-2-phenyloxazole (2.00 g) in N,N-dimethylformamide (20 ml) at room temperature and the mixture was stirred for 1 hour. After adding 1N HCl (10 ml), aqueous sodium bicarbonate was added, and then the mixture was extracted with ethyl acetate. The ethyl acetate layer was washed with saturated aqueous sodium c... Starting materials: Cl (hydrochloric acid), aqueous solution, [OH-].[Na+] (sodium hydroxide), OC1=C(C(=O)NC2=C(C(=O)OC)C=CC(=C2)C2=CC=CC=C2)C=C(C=C1)C1CCN(CC1)C (methyl 2-(2-hydroxy-5-(1-methylpiperidin-4-yl)benzamido)-4-phenylbenzoate). Run in CO (methanol). Run at temperature 60 celsius, time 20 minute. The product is OC1=C(C(=O)NC2=C(C(=O)O)C=CC(=C2)C2=CC=CC=C2)C=C(C=C1)C1CCN(CC1)C (2-(2-hydroxy-5-(1-methylpiperidin-4-yl)benzamido)-4-phenylbenzoic acid). Yield: 33.8%. As a reaction SMILES: [OH-].[Na+].[OH:3][C:4]1[CH:28]=[CH:27][C:26]([CH:29]2[CH2:34][CH2:33][N:32]([CH3:35])[CH2:31][CH2:30]2)=[CH:25][C:5]=1[C:6]([NH:8][C:9]1[CH:18]=[C:17]([C:19]2[CH:24]=[CH:23][CH:22]=[CH:21][CH:20]=2)[CH:16]=[CH:15][C:10]=1[C:11]([O:13]C)=[O:12])=[O:7].Cl>CO>[OH:3][C:4]1[CH:28]=[CH:27][C:26]([CH:29]2[CH2:30][CH2:31][N:32]([CH3:35])[CH2:33][CH2:34]2)=[CH:25][C:5]=1[C:6]([NH:8][C:9]1[CH:18]=[C:17]([C:19]2[CH:20]=[CH:21][CH:22]=[CH:23][CH:24]=2)[CH:16]=[CH:15][C:10]=1[C:11]([OH:13])=[O:12])=[O:7] |f:0.1|. Procedure: A 2.0 mol/L aqueous solution of sodium hydroxide (0.33 mL) was added to a methanol (2.0 mL) suspension of the obtained methyl 2-(2-hydroxy-5-(1-methylpiperidin-4-yl)benzamido)-4-phenylbenzoate (0.058 g), followed by stirring at 60° C. for 9 hours and 20 minutes. The reaction mixture was cooled to room temperature, and 6 mol/L hydrochloric acid (0.11 mL) was added thereto. The solvent was evaporated under reduced pressure. The obtained residue was purified by silica gel column chromatography [elu...